This data is from the Open Reaction Database (ORD), a public repository of structured organic reaction records. The task is: describe an organic reaction: reactants, conditions, products, and yield Starting materials: C[Si](C)(C)[N-][Si](C)(C)C.[Na+] (sodium bis(trimethylsilyl)amide), O1CCCC1 (tetrahydrofuran), ice, COC=1C=C2C(=NC=NC2=CC1OCCN1CCOCC1)OC1=C(C(=C(C(=C1F)F)F)F)F (6-methoxy-7-(2-morpholin-4-ylethoxy)-4-(pentafluorophenoxy)quinazoline), ClC1=C(C2=C(OCO2)C(=C1)C#CCOC)N (5-chloro-7-(3-methoxyprop-1-yn-1-yl)-1,3-benzodioxol-4-amine), [Cl-].[NH4+] (ammonium chloride). Solvent: CN(C=O)C (dimethylformamide). The product is ClC1=C(C2=C(OCO2)C(=C1)C#CCOC)NC1=NC=NC2=CC(=C(C=C12)OC)OCCN1CCOCC1 (N-[5-chloro-7-(3-methoxyprop-1-yn-1-yl)-1,3-benzodioxol-4-yl]-6-methoxy-7-(2-morpholin-4-ylethoxy)quinazolin-4-amine). The yield is 7.4%. As a reaction SMILES: C[Si]([N-][Si](C)(C)C)(C)C.[Na+].O1CCCC1.[CH3:16][O:17][C:18]1[CH:19]=[C:20]2[C:25](=[CH:26][C:27]=1[O:28][CH2:29][CH2:30][N:31]1[CH2:36][CH2:35][O:34][CH2:33][CH2:32]1)[N:24]=[CH:23][N:22]=[C:21]2OC1C(F)=C(F)C(F)=C(F)C=1F.[Cl:49][C:50]1[CH:58]=[C:57]([C:59]#[C:60][CH2:61][O:62][CH3:63])[C:53]2[O:54][CH2:55][O:56][C:52]=2[C:51]=1[NH2:64].[Cl-].[NH4+]>CN(C)C=O>[Cl:49][C:50]1[CH:58]=[C:57]([C:59]#[C:60][CH2:61][O:62][CH3:63])[C:53]2[O:54][CH2:55][O:56][C:52]=2[C:51]=1[NH:64][C:21]1[C:20]2[C:25](=[CH:26][C:27]([O:28][CH2:29][CH2:30][N:31]3[CH2:32][CH2:33][O:34][CH2:35][CH2:36]3)=[C:18]([O:17][CH3:16])[CH:19]=2)[N:24]=[CH:23][N:22]=1 |f:0.1,5.6|. Procedure: A solution of sodium bis(trimethylsilyl)amide (1.63 ml) in tetrahydrofuran (1.0M, 1.63 mmol) was added dropwise to an ice-cold solution of 6-methoxy-7-(2-morpholin-4-ylethoxy)-4-(pentafluorophenoxy)quinazoline (0.35 g, 0.74 mmol) and 5-chloro-7-(3-methoxyprop-1-yn-1-yl)-1,3-benzodioxol-4-amine (0.213 g, 0.89 mmol) in dimethylformamide (4 ml). The mixture was allowed to warm to room temperature over 3 hours. A saturated solution of ammonium chloride was added and the mixture was partitioned betwe... The product is CN1C(=NCC1C1=CC=C(C=C1)CCCCCC)NC(=O)OC (1-methyl-4,5-dihydro-5-(4-hexylphenyl)-2-methoxycarbonylaminoimidazole). As a reaction SMILES: CN[CH:3]([C:6]1C=C[CH:9]=[CH:8][C:7]=1C)[CH2:4]N.[CH2:13]([N:15]1[CH:19]([C:20]2[CH:25]=[CH:24][CH:23]=[CH:22][CH:21]=2)[CH2:18][N:17]=[C:16]1[NH:26][C:27]([O:29][CH3:30])=[O:28])C>>[CH3:13][N:15]1[CH:19]([C:20]2[CH:25]=[CH:24][C:23]([CH2:4][CH2:3][CH2:6][CH2:7][CH2:8][CH3:9])=[CH:22][CH:21]=2)[CH2:18][N:17]=[C:16]1[NH:26][C:27]([O:29][CH3:30])=[O:28]. Reactants: CNC(CN)C1=C(C=CC=C1)C (β-methylamino-β-(2-methylphenyl)-ethylamine), β-t-butylamino-β-(substituted phenyl)-ethylamine, 1-alkyl-4,5-dihydro-5-phenyl-2-methoxycarbonylaminoimidazoles, β-ethylamino-β-phenylethylamine β-isopropylamino-β-(substituted phenyl)-ethylamine, β-n-hexylamino-β-(substituted phenyl)-ethylamine, C(C)N1C(=NCC1C1=CC=CC=C1)NC(=O)OC (1-ethyl-4,5-dihydro-5-phenyl-2-methoxycarbonylaminoimidazole), 1-alkyl-4,5-dihydro-5-(substituted phenyl)-2-methoxycarbonylaminoimidazole, β-2'-t-butylethylamino-β-(substituted phenyl)-ethylamine, β-alkylamino-β-phenylethylamino, β-alkylamino-(substituted phenyl)-ethylamino, β-isoamylamino-β-(substituted phenyl)-ethylamine. Procedure details: Similarly, by following the same procedure of part A but respectively replacing the β-methylamino-β-(2-methylphenyl)-ethylamine with other β-alkylamino-β-phenylethylamino or β-alkylamino-(substituted phenyl)-ethylamino such as β-ethylamino-β-phenylethylamine β-isopropylamino-β-(substituted phenyl)-ethylamine, β-t-butylamino-β-(substituted phenyl)-ethylamine, β-isoamylamino-β-(substituted phenyl)-ethylamine, β-2'-t-butylethylamino-β-(substituted phenyl)-ethylamine, or β-n-hexylamino-β-(substitute... Starting materials: O=C[C@H](O)[C@@H](O)[C@H](O)[C@H](O)CO (Glucose), resultant mixture, ClC=1C(C2=CC=CC=C2C(C1Cl)=O)=O (2,3-dichloro-1,4-naphthoquinone), [N+](=O)([O-])C1=C(C=CC(=C1)Cl)N=NC1=C(C(=CC(=C1)C)C(C)(C)C)O (2-nitro-4-chloro-2'-hydroxy-3'-t-butyl-5'-methylazobenzene), resultant mixture, N(=NC1=CC=CC=C1)C1=CC=CC=C1 (azobenzene), [OH-].[Na+] (sodium hydroxide). Solvent: CO (methanol). Conditions: temperature 65 celsius, time 30 minute. Yields the product OC1=C(C=C(C=C1C(C)(C)C)C)N1N=C2C(=[N+]1[O-])C=CC(=C2)Cl (2-(2'-hydroxy-3'-t-butyl-5'-methylphenyl)-5-chlorobenzotriazole-N-oxide). Reaction SMILES: [OH-].[Na+].[N+:3]([C:6]1[CH:11]=[C:10]([Cl:12])[CH:9]=[CH:8][C:7]=1[N:13]=[N:14][C:15]1[CH:20]=[C:19]([CH3:21])[CH:18]=[C:17]([C:22]([CH3:25])([CH3:24])[CH3:23])[C:16]=1[OH:26])([O-])=O.ClC1C(=O)C2C(C(=[O:39])C=1Cl)=CC=CC=2.O=C[C@@H]([C@H]([C@@H]([C@@H](CO)O)O)O)O.N(C1C=CC=CC=1)=NC1C=CC=CC=1>CO>[OH:26][C:16]1[C:17]([C:22]([CH3:25])([CH3:24])[CH3:23])=[CH:18][C:19]([CH3:21])=[CH:20][C:15]=1[N:14]1[N+:13]([O-:39])=[C:7]2[CH:8]=[CH:9][C:10]([Cl:12])=[CH:11][C:6]2=[N:3]1 |f:0.1|. Reported procedure: 97% sodium hydroxide 8.2 g was added to methanol 100 ml, and the mixture was stirred at 65° C. for 30 minutes. After cooling to 50° C., 2-nitro-4-chloro-2'-hydroxy-3'-t-butyl-5'-methylazobenzene 11.6 g was added to the resultant mixture over 30 minutes, and thereafter 2,3-dichloro-1,4-naphthoquinone 0.7 g was added. Glucose 4 g was then added to the resultant mixture at 40° to 45° C. over one hour, and the mixture was further stirred for one hour at 40° to 45° C. As this result, almost all of th... Starting materials: CC(=CCO)CCC=C(CCC=C(CCC=C(CCC=C(CCC(C(CCC=C(CCC=C(CCC=C(CCC=C(C)C)C)C)C)C)=O)C)C)C)C (3,7,11,15,19,23,27,31,35,39-decamethyl-2,6,10,14,18,26,30,34,38-tetracontanonaen-22-on-1-ol), C(C)(=O)OC(C)=O (acetic anhydride), Example 7 ( 5 ), resultant mixture. The solvent is N1=CC=CC=C1 (pyridine). Conditions: time 6 hour. Product: C(C)(=O)OCC=C(CCC=C(CCC=C(CCC=C(CCC=C(CCC(C(CCC=C(CCC=C(CCC=C(CCC=C(C)C)C)C)C)C)=O)C)C)C)C)C (1-acetoxy-3,7,11,15,19,23,27,31,35,39-decamethyl-2,6,10,14,18,26,30,34,38-tetracontanonaen-22-one). The yield is 86.1%. RXN SMILES: [CH3:1][C:2]([CH2:6][CH2:7][CH:8]=[C:9]([CH3:52])[CH2:10][CH2:11][CH:12]=[C:13]([CH3:51])[CH2:14][CH2:15][CH:16]=[C:17]([CH3:50])[CH2:18][CH2:19][CH:20]=[C:21]([CH3:49])[CH2:22][CH2:23][C:24](=[O:48])[CH:25]([CH3:47])[CH2:26][CH2:27][CH:28]=[C:29]([CH3:46])[CH2:30][CH2:31][CH:32]=[C:33]([CH3:45])[CH2:34][CH2:35][CH:36]=[C:37]([CH3:44])[CH2:38][CH2:39][CH:40]=[C:41]([CH3:43])[CH3:42])=[CH:3][CH2:4][OH:5].[C:53](OC(=O)C)(=[O:55])[CH3:54]>N1C=CC=CC=1>[C:53]([O:5][CH2:4][CH:3]=[C:2]([CH3:1])[CH2:6][CH2:7][CH:8]=[C:9]([CH3:52])[CH2:10][CH2:11][CH:12]=[C:13]([CH3:51])[CH2:14][CH2:15][CH:16]=[C:17]([CH3:50])[CH2:18][CH2:19][CH:20]=[C:21]([CH3:49])[CH2:22][CH2:23][C:24](=[O:48])[CH:25]([CH3:47])[CH2:26][CH2:27][CH:28]=[C:29]([CH3:46])[CH2:30][CH2:31][CH:32]=[C:33]([CH3:45])[CH2:34][CH2:35][CH:36]=[C:37]([CH3:44])[CH2:38][CH2:39][CH:40]=[C:41]([CH3:43])[CH3:42])(=[O:55])[CH3:54]. Procedure details: To a solution of 3,7,11,15,19,23,27,31,35,39-decamethyl-2,6,10,14,18,26,30,34,38-tetracontanonaen-22-on-1-ol (6.8 g) in pyridine (1 g), acetic anhydride (3.5 g) is added, and the resultant mixture is allowed to stand at room temperature for 6 hours. The reaction mixture is treated as in Example 7 (5) (a) to give 1-acetoxy-3,7,11,15,19,23,27,31,35,39-decamethyl-2,6,10,14,18,26,30,34,38-tetracontanonaen-22-one (6.2 g), which is then similarly reduced. The resultant product (4.7 g) is treated as in... Reactants: O=C(O)c1cc(Cl)ccc1COc1c(F)cccc1F, Cl, COC(=O)c1ccc(C(C)N)cc1. The product is COC(=O)c1ccc(C(C)NC(=O)c2cc(Cl)ccc2COc2c(F)cccc2F)cc1. RXN SMILES: [Cl:1][c:2]1[cH:3][cH:4][c:5]([CH2:11][O:12][c:13]2[c:14]([F:20])[cH:15][cH:16][cH:17][c:18]2[F:19])[c:6]([C:7](=[O:8])[OH:9])[cH:10]1.[ClH:21].[NH2:22][CH:23]([CH3:24])[c:25]1[cH:26][cH:27][c:28]([C:29](=[O:30])[O:31][CH3:32])[cH:33][cH:34]1>>[Cl:1][c:2]1[cH:3][cH:4][c:5]([CH2:11][O:12][c:13]2[c:14]([F:20])[cH:15][cH:16][cH:17][c:18]2[F:19])[c:6]([C:7](=[O:9])[NH:22][CH:23]([CH3:24])[c:25]2[cH:26][cH:27][c:28]([C:29](=[O:30])[O:31][CH3:32])[cH:33][cH:34]2)[cH:10]1. The reactants are S1CCC(CC1)=O (tetrahydro-(4H)-thiopyran-4-one), C(OC)(OC)OC (trimethyl orthoformate). The reagents and catalysts are C[O-].[Na+] (NaOMe), O.C1(=CC=C(C=C1)S(=O)(=O)O)C (para-toluenesulfonic acid monohydrate). The solvent is CO (methanol). The product is COC1(CCSCC1)OC (4,4-dimethoxytetrahydro-(4H)-thiopyran). Yield: 98.9%. As a reaction SMILES: [S:1]1[CH2:6][CH2:5]C(=O)[CH2:3][CH2:2]1.[CH:8](OC)([O:11][CH3:12])[O:9][CH3:10]>CO.O.C1(C)C=CC(S(O)(=O)=O)=CC=1.C[O-].[Na+]>[CH3:10][O:9][C:8]1([O:11][CH3:12])[CH2:5][CH2:6][S:1][CH2:2][CH2:3]1 |f:3.4,5.6|. Reported procedure: A mixture of tetrahydro-(4H)-thiopyran-4-one (15.0 g, 129 mmol), trimethyl orthoformate (28.3 mL, 258 mmol) and para-toluenesulfonic acid monohydrate (67 mg, 0.35 mmol) in methanol (40 mL) was refluxed for 1 hour. The reaction mixture was cooled to room temperature, 1 M NaOMe (0.35 mL, 0.35 mmol) was added and excess methanol and trimethyl orthoformate was removed by distillation (atmospheric pressure). Further distillation under reduced pressure afforded 4,4-dimethoxytetrahydro-(4H)-thiopyran (... Starting materials: N1(N=CC=C1)C1=CC=C(CC=2C(=CC(=C(C(=O)OC)C2)C=O)C)C=C1 (methyl 5-(4-(1H-pyrazol-1-yl)benzyl)-2-formyl-4-methylbenzoate), COC1=C(C=CC(=C1)OC)CN ((2,4-dimethoxyphenyl)methanamine), S(=O)(=O)([O-])[O-].[Mg+2] (magnesium sulfate). The solvent is C1CCOC1 (THF). Conditions: time 8 hour. Product: N1(N=CC=C1)C1=CC=C(CC2=C(C=C3CN(C(C3=C2)=O)CC2=C(C=C(C=C2)OC)OC)C)C=C1 (6-(4-(1H-pyrazol-1-yl)benzyl)-2-(2,4-dimethoxybenzyl)-5-methylisoindolin-1-one). Isolated yield 460.8%. Reaction SMILES: [N:1]1([C:6]2[CH:25]=[CH:24][C:9]([CH2:10][C:11]3[C:12]([CH3:23])=[CH:13][C:14]([CH:21]=O)=[C:15]([CH:20]=3)[C:16](OC)=[O:17])=[CH:8][CH:7]=2)[CH:5]=[CH:4][CH:3]=[N:2]1.[CH3:26][O:27][C:28]1[CH:33]=[C:32]([O:34][CH3:35])[CH:31]=[CH:30][C:29]=1[CH2:36][NH2:37].S([O-])([O-])(=O)=O.[Mg+2]>C1COCC1>[N:1]1([C:6]2[CH:25]=[CH:24][C:9]([CH2:10][C:11]3[CH:20]=[C:15]4[C:14]([CH2:21][N:37]([CH2:36][C:29]5[CH:30]=[CH:31][C:32]([O:34][CH3:35])=[CH:33][C:28]=5[O:27][CH3:26])[C:16]4=[O:17])=[CH:13][C:12]=3[CH3:23])=[CH:8][CH:7]=2)[CH:5]=[CH:4][CH:3]=[N:2]1 |f:2.3|. Reported procedure: A solution of methyl 5-(4-(1H-pyrazol-1-yl)benzyl)-2-formyl-4-methylbenzoate (0.30 g), (2,4-dimethoxyphenyl)methanamine (0.02 g) and anhydrous magnesium sulfate (0.21 g) in THF (6.00 mL) was stirred at room temperature for 1.5 hr. The insoluble substance was removed by filtration, and the filtrate was concentrated under reduced pressure. The residue was diluted with methanol (6.00 mL) and THF (6.00 mL), sodium triacetoxyborohydride (0.38 g) was added thereto, and the mixture was stirred overnigh... The reactants are N[C@@H]1[C@H](C(OC=2C=C3N=CC=NC3=CC21)(C)C)O ((8R*,9S*)-9-amino-7,7-dimethyl-8,9-dihydro-7H-pyrano[2,3-g]quinoxalin-8-ol), cyclohexylmethyl aldehyde, C(O)([O-])=O.[Na+] (sodium hydrogencarbonate), C(#N)[BH3-].[Na+] (Sodium cyanoborohydride). Solvent: CO (methanol). Reaction conditions: time 20 minute. Yields the product C1(CCCCC1)CCN[C@@H]1[C@H](C(OC=2C=C3N=CC=NC3=CC21)(C)C)O ((8R*,9S*)-9-[(2-cyclohexylethyl)amino]-7,7-dimethyl-8,9-dihydro-7H-pyrano[2,3-g]quinoxalin-8-ol). The yield is 48.0%. As a reaction SMILES: [NH2:1][C@H:2]1[C:15]2[CH:14]=[C:13]3[C:8]([N:9]=[CH:10][CH:11]=[N:12]3)=[CH:7][C:6]=2[O:5][C:4]([CH3:17])([CH3:16])[C@@H:3]1[OH:18].C([BH3-])#N.[Na+].C(=O)([O-])O.[Na+]>CO>[CH:15]1([CH2:2][CH2:3][NH:1][C@H:2]2[C:15]3[CH:14]=[C:13]4[C:8]([N:9]=[CH:10][CH:11]=[N:12]4)=[CH:7][C:6]=3[O:5][C:4]([CH3:16])([CH3:17])[C@@H:3]2[OH:18])[CH2:14][CH2:13][CH2:8][CH2:7][CH2:6]1 |f:1.2,3.4|. Reported procedure: To a solution of (8R*,9S*)-9-amino-7,7-dimethyl-8,9-dihydro-7H-pyrano[2,3-g]quinoxalin-8-ol (100 mg, 0.408 mmol) in methanol (2 mL), cyclohexylmethyl aldehyde (103 mg, 0.816 mmol) was added, and the resulting mixture was stirred at room temperature for 20 minutes. Sodium cyanoborohydride (51 mg, 0.816 mmol) was added thereto, and the resulting mixture was stirred at room temperature for 1 hour. Upon the completion of the reaction, saturated sodium hydrogencarbonate aqueous solution was added the... The reactants are C(=O)([O-])[O-].[K+].[K+] (K2CO3), CI (methyl iodide), CC1=CC(OC2=CC(=CC(=C12)OC(C)=O)OC(C)=O)=O (4-methyl-5,7-diacetoxycoumarin). Solvent: C(OC)COC (dimethoxyethane). Product: CC1=CC(OC2=CC(=CC(=C12)OC)O)=O (4-methyl-5-methoxy-7-hydroxycoumarin). As a reaction SMILES: [CH3:1][C:2]1[C:11]2[C:6](=[CH:7][C:8]([O:16]C(=O)C)=[CH:9][C:10]=2[O:12][C:13](=O)C)[O:5][C:4](=[O:20])[CH:3]=1.C([O-])([O-])=O.[K+].[K+].CI>C(COC)OC>[CH3:1][C:2]1[C:11]2[C:6](=[CH:7][C:8]([OH:16])=[CH:9][C:10]=2[O:12][CH3:13])[O:5][C:4](=[O:20])[CH:3]=1 |f:1.2.3|. Procedure: The 4-methyl-5,7-diacetoxycoumarin (XXXIV) was dissolved in dimethoxyethane (80 ml) and a solution of dry K2CO3 (6.6 g) and methyl iodide (3 ml) was added. The mixture was refluxed for 6 h, the solvent was evaporated and the residue, after addition of water:methanol (50:50; 80 ml), was heated to reflux 20 min. By evaporation of the MeOH under reduced pressure and by cooling a precipitate was formed, which by crystallization of first from MeOH and then from Me2CO gave 4-methyl-5-methoxy-7-hydroxy...